Dataset: the Open Reaction Database (ORD), a public repository of structured organic reaction records. Task: describe an organic reaction: reactants, conditions, products, and yield Starting materials: COC(COC1=C(C2=CC=C(C=C2C=C1)C=1NC2=CC=CC=C2C1CCCCC)Br)=O ({[1-bromo-6-(3-pentyl-1H-indol-2-yl)-2-naphthyl]oxy}acetic acid methyl ester), CC(C)(C)[O-].[K+] (KOt-Bu), [H-].[Na+] (NaH). Run in C1CCOC1 (THF). Reaction conditions: time 1 hour. The product is BrC1=C(C=CC2=CC(=CC=C12)C=1N(C2=CC=CC=C2C1CCCCC)C)OCC(=O)O ({[1-Bromo-6-(1-methyl-3-pentyl-1H-indol-2-yl)-2-naphthyl]oxy}acetic acid). Yield: 56.6%. As a reaction SMILES: C[O:2][C:3](=[O:31])[CH2:4][O:5][C:6]1[CH:15]=[CH:14][C:13]2[C:8](=[CH:9][CH:10]=[C:11]([C:16]3[NH:17][C:18]4[C:23]([C:24]=3[CH2:25][CH2:26][CH2:27][CH2:28][CH3:29])=[CH:22][CH:21]=[CH:20][CH:19]=4)[CH:12]=2)[C:7]=1[Br:30].[CH3:32]C([O-])(C)C.[K+].[H-].[Na+]>C1COCC1>[Br:30][C:7]1[C:8]2[C:13](=[CH:12][C:11]([C:16]3[N:17]([CH3:32])[C:18]4[C:23]([C:24]=3[CH2:25][CH2:26][CH2:27][CH2:28][CH3:29])=[CH:22][CH:21]=[CH:20][CH:19]=4)=[CH:10][CH:9]=2)[CH:14]=[CH:15][C:6]=1[O:5][CH2:4][C:3]([OH:2])=[O:31] |f:1.2,3.4|. Reported procedure: To a stirred solution of {[1-bromo-6-(3-pentyl-1H-indol-2-yl)-2-naphthyl]oxy}acetic acid methyl ester (0.410 g, 0.853 mmol) in THF (20 mL) at 0° C. was added KOt-Bu (0.105 g, 0.938 mmol) followed by Mel (0.064 mL, 1.02 mmol). The reaction was warmed to rt and let stir for 1 h. It appeared by TLC and MS that all the starting material was gone; however, two polar acids (one N-Me and one N—H) had been generated due to hydrolysis in these basic conditions. After concentration, the residue was taken ... The reactants are CC1(OC(CC(O1)=O)=O)C (2,2-dimethyl-1,3-dioxane-4,6-dione), C(C1=CC=CC=C1)O (benzyl alcohol), C(=O)([O-])[O-].[Na+].[Na+] (Na2CO3). Solvent: C1(=CC=CC=C1)C (toluene). Product: C(C1=CC=CC=C1)OC(CC(=O)O)=O (malonic acid monobenzyl ester). The yield is 33.8%. Reaction SMILES: C[C:2]1([CH3:10])[O:7][C:6](=[O:8])[CH2:5][C:4](=[O:9])[O:3]1.C(O)[C:12]1[CH:17]=[CH:16]C=[CH:14][CH:13]=1.C([O-])([O-])=O.[Na+].[Na+]>C1(C)C=CC=CC=1>[CH2:2]([O:7][C:6](=[O:8])[CH2:5][C:4]([OH:3])=[O:9])[C:10]1[CH:16]=[CH:17][CH:12]=[CH:13][CH:14]=1 |f:2.3.4|. Procedure details: A solution of 2,2-dimethyl-1,3-dioxane-4,6-dione (25 g, 174 mmol) and benzyl alcohol (36 mL, 347 mmol) in toluene (100 mL) was heated at 106° C. for 24 h. The solution was poured into 5% Na2CO3 (aqueous), the organic layer was separated, and the aqueous layer was washed with ether (3×). The aqueous layer was then acidified with 1N HCl and extracted with ethyl acetate (2×). The combined ethyl acetate extracts were dried over anhydrous MgSO4, filtered and evaporated at reduced pressure to give mal... The reactants are COC(=O)c1cc(-c2ccc(SC)cc2)c(-c2ccc(F)cc2)s1, CCOC(C)=O, CCCCCC, ClCCl, O=C(OO)c1cccc(Cl)c1. Product: COC(=O)c1cc(-c2ccc(S(C)=O)cc2)c(-c2ccc(F)cc2)s1. Reaction SMILES: [CH3:1][O:2][C:3](=[O:4])[c:5]1[s:6][c:7](-[c:18]2[cH:19][cH:20][c:21]([F:24])[cH:22][cH:23]2)[c:8](-[c:10]2[cH:11][cH:12][c:13]([S:16][CH3:17])[cH:14][cH:15]2)[cH:9]1.[CH3:36][CH2:37][O:38][C:39]([CH3:40])=[O:41].[CH3:45][CH2:46][CH2:47][CH2:48][CH2:49][CH3:50].[Cl:42][CH2:43][Cl:44].[OH:25][O:26][C:27]([c:28]1[cH:29][c:30]([Cl:31])[cH:32][cH:33][cH:34]1)=[O:35]>>[CH3:1][O:2][C:3](=[O:4])[c:5]1[s:6][c:7](-[c:18]2[cH:19][cH:20][c:21]([F:24])[cH:22][cH:23]2)[c:8](-[c:10]2[cH:11][cH:12][c:13]([S:16]([CH3:17])=[O:25])[cH:14][cH:15]2)[cH:9]1. Starting materials: C[C@H](CCCC(C)C)[C@H]1CC[C@@H]\2[C@@]1(CCC/C2=C\C=C/3\C[C@H](CCC3=C)O)C (7-DHC), C[C@H](CCCC(C)C)[C@H]1CC[C@@H]\2[C@@]1(CCC/C2=C\C=C/3\C[C@H](CCC3=C)O)C (7-DHC), vitamin D, C[C@H](CCCC(C)C)[C@H]1CC[C@@H]\2[C@@]1(CCC/C2=C\C=C/3\C[C@H](CCC3=C)O)C (7-Dehydrocholesterol), C[C@H](CCCC(C)C)[C@H]1CC[C@@H]\2[C@@]1(CCC/C2=C\C=C/3\C[C@H](CCC3=C)O)C (cholecalciferol), C[C@H](CCCC(C)(C)O)[C@H]1CC[C@@H]\2[C@@]1(CCC/C2=C\C=C/3\C[C@H](CCC3=C)O)C (25-Hydroxyvitamin D), C[C@H](CCCC(C)C)[C@H]1CC[C@@H]\2[C@@]1(CCC/C2=C\C=C/3\C[C@H](CCC3=C)O)C (cholecalciferol). Solvent: C(C)O (ethanol), C(C)O (ethanol), C(C)O (ethanol). Yields the product C[C@H](CCCC(C)C)[C@H]1CC[C@@H]2[C@@]1(CC[C@H]3C2=CC=C4[C@@]3(CC[C@@H](C4)O)C)C (7-DHC). Reaction SMILES: [CH3:1][C@@H:2]([C@@H:9]1[C@@:13]2([CH3:28])[CH2:14][CH2:15][CH2:16]/[C:17](=[CH:18]\[CH:19]=[C:20]3\[CH2:21][C@@H:22]([OH:27])[CH2:23][CH2:24][C:25]\3=[CH2:26])/[C@@H:12]2[CH2:11][CH2:10]1)[CH2:3][CH2:4][CH2:5][CH:6]([CH3:8])[CH3:7].C[C@@H]([C@@H]1[C@@]2(C)CCC/C(=C\C=C3\C[C@@H](O)CCC\3=C)/[C@@H]2CC1)CCCC(O)(C)C>C(O)C>[CH3:1][C@@H:2]([C@@H:9]1[C@@:13]2([CH3:28])[CH2:14][CH2:15][C@@H:16]3[C@@:25]4([CH3:26])[CH2:24][CH2:23][C@H:22]([OH:27])[CH2:21][C:20]4=[CH:19][CH:18]=[C:17]3[C@@H:12]2[CH2:11][CH2:10]1)[CH2:3][CH2:4][CH2:5][CH:6]([CH3:7])[CH3:8]. Procedure details: For the treatment with vitamin D metabolites, stock solutions of 2 mM 7-Dehydrocholesterol (7-DHC, Sigma St. Louis, Mo., USA), 2 μM cholecalciferol (D3, Sigma St. Louis, Mo., USA), and 2 μM 25-Hydroxyvitamin D (25-D3, Sigma St. Louis, Mo., USA) were prepared in absolute ethanol and filtered with a 0.22 mm pore size filter before use. Fourteen different groups were prepared; eight were non irradiated: 7-DHC at different doses (20 nmols, 2 nmols, 0.2 nmols, 2×10−2 nmols, and 2×10−3 nmols), 2×10−2 ... The reactants are FC1=CC=C(C=C1)C(OCCCl)C1=CC=C(C=C1)F (1-bis(4-fluorophenyl)methoxy-2-chloroethane), OC1CCNCC1 (4-hydroxypiperidine), C([O-])([O-])=O.[Na+].[Na+] (sodium carbonate). Reagents/catalysts: [I-].[Na+] (sodium iodide). Solvent: C(C(C)C)C(=O)C (methyl isobutyl ketone). The product is FC1=CC=C(C=C1)C(OCCN1CCC(CC1)O)C1=CC=C(C=C1)F (1-[2-Bis(4-fluorophenyl)methoxyethyl)-4-piperidinol). Yield: 66.4%. As a reaction SMILES: [F:1][C:2]1[CH:7]=[CH:6][C:5]([CH:8]([C:13]2[CH:18]=[CH:17][C:16]([F:19])=[CH:15][CH:14]=2)[O:9][CH2:10][CH2:11]Cl)=[CH:4][CH:3]=1.[OH:20][CH:21]1[CH2:26][CH2:25][NH:24][CH2:23][CH2:22]1.C(=O)([O-])[O-].[Na+].[Na+]>[I-].[Na+].C(C(C)=O)C(C)C>[F:1][C:2]1[CH:7]=[CH:6][C:5]([CH:8]([C:13]2[CH:18]=[CH:17][C:16]([F:19])=[CH:15][CH:14]=2)[O:9][CH2:10][CH2:11][N:24]2[CH2:25][CH2:26][CH:21]([OH:20])[CH2:22][CH2:23]2)=[CH:4][CH:3]=1 |f:2.3.4,5.6|. Procedure: 14.1 g of 1-bis(4-fluorophenyl)methoxy-2-chloroethane, 10.1 g of 4-hydroxypiperidine, 12 g of sodium carbonate and 0.2 g of sodium iodide were added to 200 ml of methyl isobutyl ketone, and the mixture was heated under reflux for 4 hours. At the end of this time, it was filtered, and the solvent was removed by distillation under reduced pressure. The resulting residue was purified by silica gel column chromatography. Elution with a 10:1 by volume mixture of ethanol and methylene chloride afforde... Starting materials: Cc1nc2sccn2c1C(=O)NCC1NCC2CC(C)CC21, Cc1nc(C(=O)O)c(-c2cccc(C(F)(F)F)c2)s1. Product: Cc1nc(C(=O)N2CC3CC(C)CC3C2CNC(=O)c2c(C)nc3sccn23)c(-c2cccc(C(F)(F)F)c2)s1. RXN SMILES: [CH3:1][CH:2]1[CH2:3][CH:4]2[CH2:5][NH:6][CH:7]([CH2:10][NH:11][C:12](=[O:13])[c:14]3[c:15]([CH3:22])[n:16][c:17]4[s:18][cH:19][cH:20][n:21]34)[CH:8]2[CH2:9]1.[CH3:23][c:24]1[s:25][c:26](-[c:32]2[cH:33][c:34]([C:38]([F:39])([F:40])[F:41])[cH:35][cH:36][cH:37]2)[c:27]([C:29](=[O:30])[OH:31])[n:28]1>>[CH3:1][CH:2]1[CH2:3][CH:4]2[CH2:5][N:6]([C:29]([c:27]3[c:26](-[c:32]4[cH:33][c:34]([C:38]([F:39])([F:40])[F:41])[cH:35][cH:36][cH:37]4)[s:25][c:24]([CH3:23])[n:28]3)=[O:30])[CH:7]([CH2:10][NH:11][C:12](=[O:13])[c:14]3[c:15]([CH3:22])[n:16][c:17]4[s:18][cH:19][cH:20][n:21]34)[CH:8]2[CH2:9]1. As a reaction SMILES: [C:23](#[N:24])[CH2:25][C:26](=[O:27])[O:28][CH2:29][CH3:30].[CH:1]1([n:4]2[cH:5][c:6]([C:18](=[O:19])[O:20][CH2:21][CH3:22])[c:7](=[O:17])[c:8]3[cH:9][c:10]([F:16])[c:11]([F:15])[c:12]([F:14])[c:13]23)[CH2:2][CH2:3]1.[ClH:33].[H-:32].[Na+:31].[O:35]1[CH2:36][CH2:37][O:38][CH2:39][CH2:40]1.[OH2:34]>>[CH:1]1([n:4]2[cH:5][c:6]([C:18](=[O:19])[O:20][CH2:21][CH3:22])[c:7](=[O:17])[c:8]3[cH:9][c:10]([F:16])[c:11]([CH:25]([C:23]#[N:24])[C:26](=[O:27])[O:28][CH2:29][CH3:30])[c:12]([F:14])[c:13]23)[CH2:2][CH2:3]1. Starting materials: CCOC(=O)CC#N, CCOC(=O)c1cn(C2CC2)c2c(F)c(F)c(F)cc2c1=O, Cl, [H-], [Na+], C1COCCO1, O. Product: CCOC(=O)c1cn(C2CC2)c2c(F)c(C(C#N)C(=O)OCC)c(F)cc2c1=O.